This data is from the Open Reaction Database (ORD), a public repository of structured organic reaction records. The task is: describe an organic reaction: reactants, conditions, products, and yield The reagents and catalysts are C=1C=CC(=CC1)[P](C=2C=CC=CC2)(C=3C=CC=CC3)[Pd]([P](C=4C=CC=CC4)(C=5C=CC=CC5)C=6C=CC=CC6)([P](C=7C=CC=CC7)(C=8C=CC=CC8)C=9C=CC=CC9)[P](C=1C=CC=CC1)(C=1C=CC=CC1)C=1C=CC=CC1 (tetrakis(triphenylphosphine)palladium(0)). Reaction SMILES: Br[C:2]1[C:11]2[C:6](=[CH:7][CH:8]=[CH:9][CH:10]=2)[C:5]([O:12][CH3:13])=[CH:4][CH:3]=1.[CH:14]1[C:23]2[C:18](=[CH:19][CH:20]=[CH:21][CH:22]=2)[CH:17]=[CH:16][C:15]=1[C:24]1[CH:29]=[CH:28][C:27](B(O)O)=[CH:26][CH:25]=1.C(=O)([O-])[O-].[K+].[K+].O>C1C=CC([P]([Pd]([P](C2C=CC=CC=2)(C2C=CC=CC=2)C2C=CC=CC=2)([P](C2C=CC=CC=2)(C2C=CC=CC=2)C2C=CC=CC=2)[P](C2C=CC=CC=2)(C2C=CC=CC=2)C2C=CC=CC=2)(C2C=CC=CC=2)C2C=CC=CC=2)=CC=1.C1(C)C=CC=CC=1.O1CCCC1>[CH3:13][O:12][C:5]1[C:6]2[C:11](=[CH:10][CH:9]=[CH:8][CH:7]=2)[C:2]([C:27]2[CH:26]=[CH:25][C:24]([C:15]3[CH:16]=[CH:17][C:18]4[C:23](=[CH:22][CH:21]=[CH:20][CH:19]=4)[CH:14]=3)=[CH:29][CH:28]=2)=[CH:3][CH:4]=1 |f:2.3.4,^1:43,45,64,83|. Product: COC1=CC=C(C2=CC=CC=C12)C1=CC=C(C=C1)C1=CC2=CC=CC=C2C=C1 (1-methoxy-4-{4-(naphthalen-2-yl)phenyl}naphthalene). Solvent: C1(=CC=CC=C1)C (toluene), O1CCCC1 (tetrahydrofuran). Isolated yield 68.6%. Procedure: 1-Bromo-4-methoxynaphthalene (25 g, 0.105 mol), 4-(naphthalen-2-yl)phenylboronic acid (30.4 g, 0.137 mol), potassium carbonate (21.9 g, 0.16 mol), tetrakis(triphenylphosphine)palladium(0) (2.4 g, 0.01 mol), water (25 mL), tetrahydrofuran (75 mL) and toluene (75 mL) were stirred in a 250 mL round-bottom flask for 12 hours under reflux. After completion of the reaction, the reaction mixture was cooled to room temperature and extracted with ethyl acetate (300 mL) and water (1000 mL). The organic la... The reactants are BrC1=CC=C(C2=CC=CC=C12)OC (1-Bromo-4-methoxynaphthalene), C1=C(C=CC2=CC=CC=C12)C1=CC=C(C=C1)B(O)O (4-(naphthalen-2-yl)phenylboronic acid), C([O-])([O-])=O.[K+].[K+] (potassium carbonate), O (water). The reactants are NCCC1=NC=CC=C1 (2-aminoethylpyridine), FC=1C=C2/C(/C(NC2=CC1)=O)=C/C1=C(C(=C(N1)C)C(=O)O)C (5-[5-Fluoro-2-oxo-1,2-dihydro-indol-(3Z)-ylidenemethyl]-2,4-dimethyl-1H-pyrrole-3-carboxylic acid), Cl (HCl), ON1N=NC2=C1C=CC=C2 (1-hydroxy-benztriazole). The solvent is O (water), CN(C)C=O (DMF), C(CCl)Cl (EDC), C(=O)(O)[O-].[Na+] (NaHCO3). Product: N1(CC=CC=C1)CCNC(=O)C1=C(NC(=C1C)\C=C\1/C(NC2=CC=C(C=C12)F)=O)C (5-[5-fluoro-2-oxo-1,2-dihydro-indol-(3Z)-ylidenemethyl]-2,4-dimethyl-1H-pyrrole-3-carboxylic acid [2-(pyridin-1-yl)-ethyl]amide). RXN SMILES: [F:1][C:2]1[CH:3]=[C:4]2[C:8](=[CH:9][CH:10]=1)[NH:7][C:6](=[O:11])/[C:5]/2=[CH:12]\[C:13]1[NH:17][C:16]([CH3:18])=[C:15]([C:19](O)=[O:20])[C:14]=1[CH3:22].Cl.O[N:25]1[C:29]2[CH:30]=[CH:31][CH:32]=[CH:33]C=2N=N1.[NH2:34][CH2:35][CH2:36]C1C=CC=CN=1>CN(C=O)C.C([O-])(O)=O.[Na+].O.C(Cl)CCl>[N:25]1([CH2:36][CH2:35][NH:34][C:19]([C:15]2[C:14]([CH3:22])=[C:13](/[CH:12]=[C:5]3\[C:6](=[O:11])[NH:7][C:8]4[C:4]\3=[CH:3][C:2]([F:1])=[CH:10][CH:9]=4)[NH:17][C:16]=2[CH3:18])=[O:20])[CH:29]=[CH:30][CH:31]=[CH:32][CH2:33]1 |f:5.6|. Reported procedure: 5-[5-Fluoro-2-oxo-1,2-dihydro-indol-(3Z)-ylidenemethyl]-2,4-dimethyl-1H-pyrrole-3-carboxylic acid (120 mg, 0.4 mmol) was shaken with EDC, HCl (96 mg, 0.5 mmol), anhydrous 1-hydroxy-benztriazole (68 mg, 0.5 mmol), and 2-(2-aminoethylpyridine purchased from Aldrich in anhydrous DMF (3 mL) for 2-3 days at room temperature. The reaction mixture was diluted with 1M NaHCO3 (1.5 ml), then with 8 ml of water. The precipitated crude product was collected by filtration, washed with water, dried and purifi... The product is COC(COc1ccc(Cl)cc1C)(Cn1cncn1)C(C)(C)C. As a reaction SMILES: [Cl:3][c:4]1[cH:5][c:6]([CH3:24])[c:7]([O:8][CH2:9][C:10]([CH2:11][n:12]2[n:13][cH:14][n:15][cH:16]2)([C:17]([CH3:18])([CH3:19])[CH3:20])[OH:21])[cH:22][cH:23]1.[H-:1].[I:25][CH3:26].[Na+:2].[O:27]1[CH2:28][CH2:29][O:30][CH2:31][CH2:32]1>>[Cl:3][c:4]1[cH:5][c:6]([CH3:24])[c:7]([O:8][CH2:9][C:10]([CH2:11][n:12]2[n:13][cH:14][n:15][cH:16]2)([C:17]([CH3:18])([CH3:19])[CH3:20])[O:21][CH3:26])[cH:22][cH:23]1. Starting materials: Cc1cc(Cl)ccc1OCC(O)(Cn1cncn1)C(C)(C)C, [H-], CI, [Na+], C1COCCO1. The reactants are C=O (formalin), C(C)(=O)O (acetic acid), C1(CC1)C=1C=C2C=NNC2=C(C1)C(C)OCC1(CCNCC1)C1=CC=C(C=C1)F ((±)-5-cyclopropyl-7-(1-((4-(4-fluorophenyl)piperidin-4-yl)methoxy)ethyl)-1H-indazole), C(#N)[BH3-].[Na+] (sodium cyanoborohydride). The reagents and catalysts are C(C)(=O)O (acetic acid). The solvent is C(C)#N (acetonitrile). Reaction conditions: time 5 minute. Product: C1(CC1)C=1C=C2C=NNC2=C(C1)C(C)OCC1(CCN(CC1)C)C1=CC=C(C=C1)F ((±)-5-Cyclopropyl-7-(1-((4-(4-fluorophenyl)-1-methylpiperidin-4-yl)methoxy)ethyl)-1H-indazole). RXN SMILES: [CH:1]1([C:4]2[CH:5]=[C:6]3[C:10](=[C:11]([CH:13]([O:15][CH2:16][C:17]4([C:23]5[CH:28]=[CH:27][C:26]([F:29])=[CH:25][CH:24]=5)[CH2:22][CH2:21][NH:20][CH2:19][CH2:18]4)[CH3:14])[CH:12]=2)[NH:9][N:8]=[CH:7]3)[CH2:3][CH2:2]1.[C:30]([BH3-])#N.[Na+].C=O.C(O)(=O)C>C(#N)C.C(O)(=O)C>[CH:1]1([C:4]2[CH:5]=[C:6]3[C:10](=[C:11]([CH:13]([O:15][CH2:16][C:17]4([C:23]5[CH:24]=[CH:25][C:26]([F:29])=[CH:27][CH:28]=5)[CH2:22][CH2:21][N:20]([CH3:30])[CH2:19][CH2:18]4)[CH3:14])[CH:12]=2)[NH:9][N:8]=[CH:7]3)[CH2:3][CH2:2]1 |f:1.2|. Procedure details: To a suspension of (±)-5-cyclopropyl-7-(1-((4-(4-fluorophenyl)piperidin-4-yl)methoxy)ethyl)-1H-indazole (13.5 mg, 0.036 mmol) and sodium cyanoborohydride (11.2 mg, 0.178 mmol) in acetonitrile (1 mL) at 0° C. was added formalin (0.027 mL). The reaction was treated with 1 drop of acetic acid. After 5 min, a second drop of acetic acid was added and the ice bath was removed, stirring continued for another hour. The reaction was diluted with diethyl ether and washed with 1 M sodium hydroxide. The eth... RXN SMILES: [H-].C([Al+]CC(C)C)C(C)C.[C:11]([Si:15]([CH3:36])([CH3:35])[O:16][CH:17]1[CH2:22][CH:21]([O:23][Si:24]([C:27]([CH3:30])([CH3:29])[CH3:28])([CH3:26])[CH3:25])[CH2:20][C:19]([OH:34])([C:31]([O-])=[O:32])[CH2:18]1)([CH3:14])([CH3:13])[CH3:12]>C1(C)C=CC=CC=1>[C:27]([Si:24]([CH3:26])([CH3:25])[O:23][CH:21]1[CH2:22][CH:17]([O:16][Si:15]([C:11]([CH3:12])([CH3:13])[CH3:14])([CH3:35])[CH3:36])[CH2:18][C:19]([OH:34])([CH2:31][OH:32])[CH2:20]1)([CH3:30])([CH3:29])[CH3:28] |f:0.1|. Reaction conditions: temperature 0 celsius, time 1 hour. Isolated yield 59.1%. Reported procedure: Diisobutyl aluminum hydride (6 mL, 9 mmol, 1.5M in toluene) was added to a solution of the ester 14 (0.56 g, 1.3 mmol) in anhydrous toluene (20 mL) at -78° C. After 20 min the solution was warmed to 0° C. and stirred for 1 h. The solution was slowly quenched by adding to a stirred 0° C. solution of 2N potassium sodium tartrate. Ethyl acetate was added and the organic layer separated and the water phase extracted with ethyl acetate. The combined organic phase was washed with brine, dried over anh... Yields the product C(C)(C)(C)[Si](OC1CC(CC(C1)O[Si](C)(C)C(C)(C)C)(CO)O)(C)C (3,5-Bis(tert.-butyldimethylsilyoxy)-1-hydroxy-1-hydroxymethylcyclohexane). Starting materials: [H-].C(C(C)C)[Al+]CC(C)C (Diisobutyl aluminum hydride), C(C)(C)(C)[Si](OC1CC(CC(C1)O[Si](C)(C)C(C)(C)C)(C(=O)[O-])O)(C)C (3,5-Bis(tert.-butyldimethylsilyloxy) -1-hydroxy- cyclohexane carboxylate). The solvent is C1(=CC=CC=C1)C (toluene). The reactants are ClC1=C(C=CC(=C1)NC1=C(C=C(C=C1)F)F)C(=O)C1=C(C=CC(=C1)C=1N=NN(C1)CCOC1OCCCC1)C ([2-Chloro-4-(2,4-difluoro-phenylamino)-phenyl]-(2-methyl-5-{1-[2-(tetrahydro-pyran-2-yloxy)-ethyl]-1H-[1,2,3]triazol-4-yl}-phenyl)-methanone), ClC1=C(C=CC(=C1)NC1=C(C=C(C=C1)F)F)C(=O)C1=C(C=CC(=C1)C#C)C ([2-Chloro-4-(2,4-difluoro-phenylamino)-phenyl]-(5-ethynyl-2-methyl-phenyl)-methanone), N(=[N+]=[N-])CC1OC(OC1)(C)C (4-Azidomethyl-2,2-dimethyl-[1,3]dioxolane). The product is ClC1=C(C=CC(=C1)NC1=C(C=C(C=C1)F)F)C(=O)C1=C(C=CC(=C1)C=1N=NN(C1)CC1OC(OC1)(C)C)C ([2-Chloro-4-(2,4-difluoro-phenylamino)-phenyl]-{5-[1-(2,2-dimethyl-[1,3]dioxolan-4-ylmethyl)-1H-[1,2,3]triazol-4-yl]-2-methyl-phenyl}-methanone). RXN SMILES: [Cl:1][C:2]1[CH:7]=[C:6]([NH:8][C:9]2[CH:14]=[CH:13][C:12]([F:15])=[CH:11][C:10]=2[F:16])[CH:5]=[CH:4][C:3]=1[C:17]([C:19]1[CH:24]=[C:23]([C:25]2[N:26]=[N:27][N:28]([CH2:30][CH2:31][O:32][CH:33]3[CH2:38]CC[CH2:35][O:34]3)[CH:29]=2)[CH:22]=[CH:21][C:20]=1[CH3:39])=[O:18].Cl[C:41]1C=C(NC2C=CC(F)=CC=2F)C=CC=1C(C1C=C(C#C)C=CC=1C)=O.N(CC1COC(C)(C)O1)=[N+]=[N-]>>[Cl:1][C:2]1[CH:7]=[C:6]([NH:8][C:9]2[CH:14]=[CH:13][C:12]([F:15])=[CH:11][C:10]=2[F:16])[CH:5]=[CH:4][C:3]=1[C:17]([C:19]1[CH:24]=[C:23]([C:25]2[N:26]=[N:27][N:28]([CH2:30][CH:31]3[CH2:35][O:34][C:33]([CH3:41])([CH3:38])[O:32]3)[CH:29]=2)[CH:22]=[CH:21][C:20]=1[CH3:39])=[O:18]. Procedure: The reaction was carried out similarly as described in the preparation of compound 101, using compound 407 (1.37 mmol) and compound 410 (1.62 mmol). The crude product was purified by continuous gradient flash chromatography using EtOAc/petroleum ether (40-60) 20:80 to 35:65 as the eluent to afford the title compound as yellow foam. 13C NMR (DMSO-d6) δ 194.9, 158.7 (dd), 155.7 (dd), 149.4, 145.2, 139.8, 135.9, 133.7, 133.7, 131.7, 128.2, 127.1, 126.5, 126.5 (dd), 125.0, 124.2 (dd), 122.3, 114.8, ... The reactants are CN1C(=C(C=C1C(=O)C1=CC=C(C=C1)C)C(=O)OCC)C (ethyl 1,2-dimethyl-5-(p-toluoyl)pyrrole-3-carboxylate), II (iodine crystals), ice water, BrBr (bromine). Run in C(Cl)(Cl)Cl (chloroform), C(Cl)(Cl)Cl (chloroform). Yields the product BrC=1C(=C(N(C1C(=O)C1=CC=C(C=C1)C)C)C)C(=O)OCC (ethyl 4-bromo-1,2-dimethyl-5-(p-toluoyl)pyrrole-3-carboxylate). As a reaction SMILES: [Br:1]Br.[CH3:3][N:4]1[C:8]([C:9]([C:11]2[CH:16]=[CH:15][C:14]([CH3:17])=[CH:13][CH:12]=2)=[O:10])=[CH:7][C:6]([C:18]([O:20][CH2:21][CH3:22])=[O:19])=[C:5]1[CH3:23].II>C(Cl)(Cl)Cl>[Br:1][C:7]1[C:6]([C:18]([O:20][CH2:21][CH3:22])=[O:19])=[C:5]([CH3:23])[N:4]([CH3:3])[C:8]=1[C:9]([C:11]1[CH:16]=[CH:15][C:14]([CH3:17])=[CH:13][CH:12]=1)=[O:10]. Reported procedure: A solution of 27.4 ml (0.538 mole) of bromine in 150 ml of chloroform is added to a refluxing solution of 152.6 g. (0.538 mole) of ethyl 1,2-dimethyl-5-(p-toluoyl)pyrrole-3-carboxylate in 1500 ml of chloroform containing a few iodine crystals over a period of 45 min. The solution is heated under reflux for 10 min. and is then poured into ice water. The organic layer is separated and washed with sodium bicarbonate solution, sodium bisulfate solution, and brine. It is then dried over sodium sulfat... The reactants are C(C)(C)(C)OC(NC(=N)C1=CC=C(C=C1)CNC(=O)[C@@H]1CCC=2N1C(C(=CN2)NCC2=CC=CC=C2)=O)=O ((6S)-[(4-{[(3-benzylamino-4-oxo-4,6,7,8-tetrahydro-pyrrolo[1,2-a]pyrimidine-6-carbonyl)-amino]-methyl}-phenyl)-imino-methyl]-carbamic acid tert-butyl ester), C(C)(C)(C)OC(NC(=N)C1=CC=C(C=C1)CNC(=O)[C@@H]1CCC=2N1C(C(=CN2)N)=O)=O ((S)-[(4-{[(3-amino-4-oxo-4,6,7,8-tetrahydro-pyrrolo[1,2-a]pyrimidine-6-carbonyl)-amino]-methyl}-phenyl)-imino-methyl]-carbamic acid tert-butyl ester), CCC(CC)=O (3-pentanone), [BH-](OC(=O)C)(OC(=O)C)OC(=O)C.[Na+] (NaBH(OAc)3). Yields the product C(C)(C)(C)OC(NC(=N)C1=CC=C(C=C1)CNC(=O)[C@@H]1CCC=2N1C(C(=CN2)NC(CC)CC)=O)=O ((S)-{[4-({[3-(1-ethyl-propylamino)-4-oxo-4,6,7,8-tetrahydro-pyrrolo[1,2-a]pyrimidine-6-carbonyl]-amino}-methyl)-phenyl]-imino-methyl}-carbamic acid tert-butyl ester). The yield is 24.0%. Reaction SMILES: [C:1]([O:5][C:6](=[O:38])[NH:7][C:8]([C:10]1[CH:15]=[CH:14][C:13]([CH2:16][NH:17][C:18]([C@H:20]2[N:24]3[C:25](=[O:37])[C:26]([NH:29][CH2:30][C:31]4C=CC=C[CH:32]=4)=[CH:27][N:28]=[C:23]3[CH2:22][CH2:21]2)=[O:19])=[CH:12][CH:11]=1)=[NH:9])([CH3:4])([CH3:3])[CH3:2].[C:39](OC(=O)NC(C1C=CC(CNC([C@H]2N3C(=O)C(N)=CN=C3CC2)=O)=CC=1)=N)(C)(C)[CH3:40].CCC(=O)CC.[BH-](OC(C)=O)(OC(C)=O)OC(C)=O.[Na+]>>[C:1]([O:5][C:6](=[O:38])[NH:7][C:8]([C:10]1[CH:15]=[CH:14][C:13]([CH2:16][NH:17][C:18]([C@H:20]2[N:24]3[C:25](=[O:37])[C:26]([NH:29][CH:30]([CH2:31][CH3:32])[CH2:39][CH3:40])=[CH:27][N:28]=[C:23]3[CH2:22][CH2:21]2)=[O:19])=[CH:12][CH:11]=1)=[NH:9])([CH3:4])([CH3:2])[CH3:3] |f:3.4|. Reported procedure: Following a procedure similar to that for the preparation of intermediate 1k, intermediate 1j (100 mg, 0.234 mmol), 3-pentanone (33.8 mg, 0.469 mmol) and NaBH(OAc)3 (139.1 mg, 0.657 mmol) yielded 27.8 mg (24%) of intermediate 11a. MS (ESI) 497.1 (M+H+).